This data is from the Open Reaction Database (ORD), a public repository of structured organic reaction records. The task is: describe an organic reaction: reactants, conditions, products, and yield Starting materials: S(=O)(=O)(C)OC(CC(C(=O)OC(C)(C)C)=C)CCOC1OCCCC1 (tert-butyl 4-mesyloxy-2-methylene-6-tetrahydropyranyloxyhexanoate), O.[SH-].[Na+] (sodium hydrosulfide hydrate), O (Water). Solvent: CN(C=O)C (dimethylformamide). Reaction conditions: time 7 hour. Yields the product C(C)(C)(C)OC(=O)C1CC(SC1)CCOC1OCCCC1 (4-tert-butoxycarbonyl-2-(2-tetrahydropyranyloxyethyl)tetrahydrothiophene). Isolated yield 58.1%. RXN SMILES: S(O[CH:6]([CH2:17][CH2:18][O:19][CH:20]1[CH2:25][CH2:24][CH2:23][CH2:22][O:21]1)[CH2:7][C:8](=[CH2:16])[C:9]([O:11][C:12]([CH3:15])([CH3:14])[CH3:13])=[O:10])(C)(=O)=O.O.[SH-:27].[Na+].O>CN(C)C=O>[C:12]([O:11][C:9]([CH:8]1[CH2:16][S:27][CH:6]([CH2:17][CH2:18][O:19][CH:20]2[CH2:25][CH2:24][CH2:23][CH2:22][O:21]2)[CH2:7]1)=[O:10])([CH3:15])([CH3:14])[CH3:13] |f:1.2.3|. Reported procedure: To a stirred solution of tert-butyl 4-mesyloxy-2-methylene-6-tetrahydropyranyloxyhexanoate (1.38 g) in dimethylformamide (20 ml), sodium hydrosulfide hydrate (0.34 g) was added under nitrogen atmosphere and ice-cooling and the mixture was stirred for 7 hours. Water was added to the mixture and extracted with diethylether. The organic layer was washed with saturated aqueous sodium bicarbonate solution, water and saturated sodium chloride solution. The organic layer was dried over anhydrous magnes... The reactants are [H-].[Na+] (sodium hydride), [Cl-].[NH4+] (ammonium chloride), BrC1=CC(=C(CO)C=C1)Cl (4-bromo-2-chlorobenzyl alcohol), BrC1=CC(=C(CBr)C=C1)Cl (4-bromo-2-chlorobenzyl bromide). The solvent is CN(C=O)C (dimethylformamide). Yields the product BrC1=CC(=C(COCC2=C(C=C(C=C2)Br)Cl)C=C1)Cl (bis(4-bromo-2-chlorobenzyl) ether). Isolated yield 87.8%. RXN SMILES: [H-].[Na+].[Br:3][C:4]1[CH:11]=[CH:10][C:7]([CH2:8][OH:9])=[C:6]([Cl:12])[CH:5]=1.[Br:13][C:14]1[CH:21]=[CH:20][C:17]([CH2:18]Br)=[C:16]([Cl:22])[CH:15]=1.[Cl-].[NH4+]>CN(C)C=O>[Br:3][C:4]1[CH:11]=[CH:10][C:7]([CH2:8][O:9][CH2:18][C:17]2[CH:20]=[CH:21][C:14]([Br:13])=[CH:15][C:16]=2[Cl:22])=[C:6]([Cl:12])[CH:5]=1 |f:0.1,4.5|. Reported procedure: To a solution of 271 mg (6.78 mmol) of sodium hydride contained at 60% in mineral oil in dry dimethylformamide (25 ml) was added 1.00 g (4.52 mmol) of 4-bromo-2-chlorobenzyl alcohol in an atmosphere of argon, and the mixture was allowed to react at 40°-50° C. for 30 min. Then, 1.54 g (5.42 mmol) of 4-bromo-2-chlorobenzyl bromide was added, and the mixture was reacted at room temperature for 18 hours. To the reaction mixture at 0° C. was added a saturated aqueous solution of ammonium chloride fol... Reactants: C(C)(C)(C)C=1C=C(N(N1)C1=CC=C(C=C1)F)NC(=O)C1=CC=CC2=CC(=CC=C12)OC1=NC=NC(=C1)Cl (6-(6-Chloro-pyrimidin-4-yloxy)-naphthalene-1-carboxylic acid [5-tert-butyl-2-(4-fluoro-phenyl)-2H-pyrazol-3-yl]-amide), NCCCN1CCN(CC1)C (1-(3-aminopropyl)-4-methylpiperazine). Solvent: CCO (EtOH). Product: C(C)(C)(C)C=1C=C(N(N1)C1=CC=C(C=C1)F)NC(=O)C1=CC=CC2=CC(=CC=C12)OC1=NC=NC(=C1)NCCCN1CCN(CC1)C (6-[6-[3-(4-Methyl-piperazin-1yl)-propylamino]-pyrimidin-4-yloxy]-naphtalene-1-carboxylic acid [5-tert-butyl-2-(4-fluoro-phenyl)-2H-pyrazol-3-yl]-amide). As a reaction SMILES: [C:1]([C:5]1[CH:6]=[C:7]([NH:17][C:18]([C:20]2[C:29]3[C:24](=[CH:25][C:26]([O:30][C:31]4[CH:36]=[C:35](Cl)[N:34]=[CH:33][N:32]=4)=[CH:27][CH:28]=3)[CH:23]=[CH:22][CH:21]=2)=[O:19])[N:8]([C:10]2[CH:15]=[CH:14][C:13]([F:16])=[CH:12][CH:11]=2)[N:9]=1)([CH3:4])([CH3:3])[CH3:2].[NH2:38][CH2:39][CH2:40][CH2:41][N:42]1[CH2:47][CH2:46][N:45]([CH3:48])[CH2:44][CH2:43]1>CCO>[C:1]([C:5]1[CH:6]=[C:7]([NH:17][C:18]([C:20]2[C:29]3[C:24](=[CH:25][C:26]([O:30][C:31]4[CH:36]=[C:35]([NH:38][CH2:39][CH2:40][CH2:41][N:42]5[CH2:43][CH2:44][N:45]([CH3:48])[CH2:46][CH2:47]5)[N:34]=[CH:33][N:32]=4)=[CH:27][CH:28]=3)[CH:23]=[CH:22][CH:21]=2)=[O:19])[N:8]([C:10]2[CH:15]=[CH:14][C:13]([F:16])=[CH:12][CH:11]=2)[N:9]=1)([CH3:4])([CH3:3])[CH3:2]. Procedure details: 100 mg (0.19 mMol) 6-(6-Chloro-pyrimidin-4-yloxy)-naphthalene-1-carboxylic acid [5-tert-butyl-2-(4-fluoro-phenyl)-2H-pyrazol-3-yl]-amide (Step 20.1) and 73 μl (0.42 mMol) 1-(3-aminopropyl)-4-methylpiperazine are dissolved in 5 ml EtOH. The reaction mixture is stirred at reflux for 30 h. It is worked up by removal of all volatiles under reduced pressure. The remaining crude product is purified by flash chromatography (combi-flash: 14 g column, CH2Cl2/MeOH; gradient 0-20% MeOH) to give the title c... The reactants are ClC=1C(=C(C=CC1C#N)N[C@@H](C(=O)O)[C@H](C)O)C ((2R,3S)-2-(3-chloro-4-cyano-2-methylphenylamino)-3-hydroxybutanoic acid), ClC=1C=C(C(=O)NN)C=CC1O (3-chloro-4-hydroxybenzohydrazide), intermediate 3b. Reaction conditions: temperature 0 celsius. Product: ClC=1C(=C(C=CC1C#N)N[C@@H](C(=O)NNC(C1=CC(=C(C=C1)O)Cl)=O)[C@H](C)O)C (N′-((2R,3S)-2-(3-Chloro-4-cyano-2-methylphenylamino)-3-hydroxybutanoyl)-3-chloro-4-hydroxybenzohydrazide). The yield is 81.8%. Reaction SMILES: [Cl:1][C:2]1[C:3]([CH3:18])=[C:4]([NH:10][C@H:11]([C@@H:15]([OH:17])[CH3:16])[C:12]([OH:14])=O)[CH:5]=[CH:6][C:7]=1[C:8]#[N:9].[Cl:19][C:20]1[CH:21]=[C:22]([CH:27]=[CH:28][C:29]=1[OH:30])[C:23]([NH:25][NH2:26])=[O:24]>>[Cl:1][C:2]1[C:3]([CH3:18])=[C:4]([NH:10][C@H:11]([C@@H:15]([OH:17])[CH3:16])[C:12]([NH:26][NH:25][C:23](=[O:24])[C:22]2[CH:27]=[CH:28][C:29]([OH:30])=[C:20]([Cl:19])[CH:21]=2)=[O:14])[CH:5]=[CH:6][C:7]=1[C:8]#[N:9]. Procedure details: (2R,3S)-2-(3-chloro-4-cyano-2-methylphenylamino)-3-hydroxybutanoic acid (1.02 g, 3.8 mmol) and 3-chloro-4-hydroxybenzohydrazide (711 mg, 3.8 mmol) were coupled in an analogous fashion as the procedure used for the preparation of intermediate 3b. The crude product was purified by boiling in chloroform (50 mL) followed by cooling to 0° C. and filtration to yield product as a white solid (1.36 g, 82%). 1H NMR (400 MHz, acetone-d6, δ in ppm) 7.93 (d, J=2.2 Hz, 1H), 7.75 (dd, J=2.2, 8.4 Hz, 1H), 7.52...